Dataset: the Open Reaction Database (ORD), a public repository of structured organic reaction records. Task: describe an organic reaction: reactants, conditions, products, and yield The reactants are [N+](=O)(O)[O-] (nitric acid), C1=CC=CC=2C(C3=CC=CC=C3C(C12)=O)=O (Anthraquinone), S(O)(O)(=O)=O (sulfuric acid), [N+](=O)(O)[O-] (nitric acid), S(O)(O)(=O)=O (sulfuric acid), [N+](=O)(O)[O-] (nitric acid), S(O)(O)(=O)=O (sulfuric acid). The product is [N+](=O)([O-])C1=CC=CC=2C(C3=CC=CC=C3C(C12)=O)=O (1-nitroanthraquinone). Reaction SMILES: [CH:1]1[C:14]2[C:13](=[O:15])[C:12]3[C:7](=[CH:8][CH:9]=[CH:10][CH:11]=3)[C:6](=[O:16])[C:5]=2[CH:4]=[CH:3][CH:2]=1.S(=O)(=O)(O)O.[N+:22]([O-])([OH:24])=[O:23]>>[N+:22]([C:8]1[C:7]2[C:6](=[O:16])[C:5]3[C:14](=[CH:1][CH:2]=[CH:3][CH:4]=3)[C:13](=[O:15])[C:12]=2[CH:11]=[CH:10][CH:9]=1)([O-:24])=[O:23]. Procedure details: Anthraquinone is nitrated using a mixed acid comprising sulfuric acid and nitric acid, the concentration of sulfuric acid being 70 to 76% by weight and the amount of nitric acid being 33 to 55% by weight based on the total weight of sulfuric acid and nitric acid, whereby 1-nitroanthraquinone is obtained in a high yield and a high purity. The reactants are C(C)(C)(C)OC(C(C)(C)SC=1SC=C(N1)CCN)=O (2-{[4-(2-aminoethyl)-1,3-thiazol-2-yl]thio}-2-methylpropionic acid tert-butyl ester), CC(C)([O-])C.[K+] (potassium tert-butoxide), ClC1=NC=C(C=C1Cl)C(=O)OC (2,3-dichloro-5-(methoxycarbonyl)pyridine), compound, C(CCCCCC)I (heptyl iodide). The solvent is O (Water), CN(C=O)C (N,N-dimethylformamide). Reaction conditions: time 12 hour. Product: C(C)(C)(C)OC(C(C)(C)SC=1SC=C(N1)CCN(CCCCCCC)C1=NC=C(C=C1Cl)C(=O)OC)=O (2-[(4-{2-[(3-chloro-5-methoxycarbonylpyridin-2-yl)(heptyl)amino]ethyl}-1,3-thiazol-2-yl)thio]-2-methylpropionic acid tert-butyl ester). As a reaction SMILES: [C:1]([O:5][C:6](=[O:19])[C:7]([S:10][C:11]1[S:12][CH:13]=[C:14]([CH2:16][CH2:17][NH2:18])[N:15]=1)([CH3:9])[CH3:8])([CH3:4])([CH3:3])[CH3:2].Cl[C:21]1[C:26]([Cl:27])=[CH:25][C:24]([C:28]([O:30][CH3:31])=[O:29])=[CH:23][N:22]=1.[CH2:32](I)[CH2:33][CH2:34][CH2:35][CH2:36][CH2:37][CH3:38].CC(C)([O-])C.[K+]>CN(C)C=O.O>[C:1]([O:5][C:6](=[O:19])[C:7]([S:10][C:11]1[S:12][CH:13]=[C:14]([CH2:16][CH2:17][N:18]([C:21]2[C:26]([Cl:27])=[CH:25][C:24]([C:28]([O:30][CH3:31])=[O:29])=[CH:23][N:22]=2)[CH2:32][CH2:33][CH2:34][CH2:35][CH2:36][CH2:37][CH3:38])[N:15]=1)([CH3:9])[CH3:8])([CH3:2])([CH3:4])[CH3:3] |f:3.4|. Reported procedure: 2-[(4-{2-[(3-Chloro-5-methoxycarbonylpyridin-2-yl)amino]ethyl}-1,3-thiazol-2-yl)thio]-2-methylpropionic acid tert-butyl ester (5.14 g) was obtained using 2-{[4-(2-aminoethyl)-1,3-thiazol-2-yl]thio}-2-methylpropionic acid tert-butyl ester (5 g) synthesized in Example 7 and 2,3-dichloro-5-(methoxycarbonyl)pyridine (3.41 g) as starting materials and by an operation similar to that of Example 265-1. The obtained compound (5.14 g) and heptyl iodide (1.86 mL) were dissolved in N,N-dimethylformamide (4... The reactants are OC1=C(C=O)C=CC(=C1CC)OC (2-hydroxy-4-methoxy-3-ethyl-benzaldehyde), C(CC(=O)OCC)(=O)OCC (diethyl malonate), N1CCCCC1 (piperidine). The solvent is C(C)O (ethanol). Run at time 8 hour. Product: C(C)OC(=O)C=1C(OC2=C(C(=CC=C2C1)OC)CC)=O (7-methoxy-2-oxo-8-ethyl-2H-chromene-3-carboxylic acid ethyl ester). Yield: 65.2%. As a reaction SMILES: [OH:1][C:2]1[C:9]([CH2:10][CH3:11])=[C:8]([O:12][CH3:13])[CH:7]=[CH:6][C:3]=1[CH:4]=O.[C:14](OCC)(=[O:21])[CH2:15][C:16]([O:18][CH2:19][CH3:20])=[O:17].N1CCCCC1>C(O)C>[CH2:19]([O:18][C:16]([C:15]1[C:14](=[O:21])[O:1][C:2]2[C:3]([CH:4]=1)=[CH:6][CH:7]=[C:8]([O:12][CH3:13])[C:9]=2[CH2:10][CH3:11])=[O:17])[CH3:20]. Procedure: To a solution of 2-hydroxy-4-methoxy-3-ethyl-benzaldehyde (3.1 g, 17.2 mmol) in ethanol (93 mL) is added diethyl malonate (2.8 g, 17.2 mmol) and piperidine (1.5 g, 17.2 mmol). The reaction mixture was stirred at room temperature overnight. The reaction mixture was then cooled to 0° C. with ice/water bath and the formed precipitate was filtered and washed with ethanol to give 7-methoxy-2-oxo-8-ethyl-2H-chromene-3-carboxylic acid ethyl ester (3.1 g, 65%). The reactants are Br, CCCN1CC(CC#N)CC2c3cccc4[nH]c(C)c(c34)CC21, CCOC(C)=O, CC(=O)O, N. Yields the product CCCN1CC(CC(N)=O)CC2c3cccc4[nH]c(C)c(c34)CC21. As a reaction SMILES: [BrH:31].[CH3:1][c:2]1[c:3]2[c:17]3[c:11]([cH:12][cH:13][cH:14][c:15]3[nH:16]1)[CH:10]1[CH:5]([CH2:4]2)[N:6]([CH2:21][CH2:22][CH3:23])[CH2:7][CH:8]([CH2:18][C:19]#[N:20])[CH2:9]1.[CH3:25][CH2:26][O:27][C:28](=[O:29])[CH3:30].[CH3:32][C:33](=[O:34])[OH:35].[NH3:24]>>[CH3:1][c:2]1[c:3]2[c:17]3[c:11]([cH:12][cH:13][cH:14][c:15]3[nH:16]1)[CH:10]1[CH:5]([CH2:4]2)[N:6]([CH2:21][CH2:22][CH3:23])[CH2:7][CH:8]([CH2:18][C:19]([NH2:20])=[O:27])[CH2:9]1.